This data is from the Open Reaction Database (ORD), a public repository of structured organic reaction records. The task is: describe an organic reaction: reactants, conditions, products, and yield Starting materials: CCc1nc2ccccn2c1Br, CCCC[Sn](CCCC)(CCCC)c1ccncc1, Cc1ccccc1, [Cl-], [Li+]. Product: CCc1nc2ccccn2c1-c1ccncc1. Reaction SMILES: [Br:1][c:2]1[c:3]([CH2:11][CH3:12])[n:4][c:5]2[n:6]1[cH:7][cH:8][cH:9][cH:10]2.[CH2:13]([Sn:14]([CH2:15][CH2:16][CH2:17][CH3:24])([c:18]1[cH:19][cH:20][n:21][cH:22][cH:23]1)[CH2:25][CH2:26][CH2:27][CH3:28])[CH2:29][CH2:30][CH3:31].[CH3:34][c:35]1[cH:36][cH:37][cH:38][cH:39][cH:40]1.[Cl-:33].[Li+:32]>>[c:2]1(-[c:18]2[cH:19][cH:20][n:21][cH:22][cH:23]2)[c:3]([CH2:11][CH3:12])[n:4][c:5]2[n:6]1[cH:7][cH:8][cH:9][cH:10]2. The reactants are COCN1C(C(CN(C2=C1C=C(C=C2)OC)C2=CC=CC=C2)=NOC(=O)NCCC)=O (1-Methoxymethyl-2-oxo-3-propylaminocarbonyloxyimino-5-phenyl-8-methoxy-1,3,4,5-tetrahydro-2H-1,5-benzodiazepine). Reagents/catalysts: [C].[Pd] (palladium carbon). The solvent is CO (methanol). Conditions: time 30 minute. Yields the product COCN1C(C(CN(C2=C1C=C(C=C2)OC)C2=CC=CC=C2)N)=O (1-methoxymethyl-2-oxo-3-amino-5-phenyl-8-methoxy-1,3,4,5-tetrahydro-2H-1,5-benzodiazepine). Yield: 105.2%. RXN SMILES: [CH3:1][O:2][CH2:3][N:4]1[C:10]2[CH:11]=[C:12]([O:15][CH3:16])[CH:13]=[CH:14][C:9]=2[N:8]([C:17]2[CH:22]=[CH:21][CH:20]=[CH:19][CH:18]=2)[CH2:7][C:6](=[N:23]OC(NCCC)=O)[C:5]1=[O:31]>CO.[C].[Pd]>[CH3:1][O:2][CH2:3][N:4]1[C:10]2[CH:11]=[C:12]([O:15][CH3:16])[CH:13]=[CH:14][C:9]=2[N:8]([C:17]2[CH:18]=[CH:19][CH:20]=[CH:21][CH:22]=2)[CH2:7][CH:6]([NH2:23])[C:5]1=[O:31] |f:2.3|. Procedure details: 1-Methoxymethyl-2-oxo-3-propylaminocarbonyloxyimino-5-phenyl-8-methoxy-1,3,4,5-tetrahydro-2H-1,5-benzodiazepine (0.78 g) was suspended in methanol (20 ml), 10% palladium carbon (0.20 g) was added thereto, the mixture was swung for 2 hours and 30 minutes under hydrogen atmosphere (3.5-3.0 kg/cm2). The palladium carbon was removed by filtration, the filtrate was concentrated under reduced pressure. The residue was purified by silica gel column chromatography (chloroform:methanol=20:1), to thereby ... Reactants: CCOC(C)=O, CC#N, CC(C)Oc1ccc(S(C)(=O)=O)cc1C(=O)O, Cl, c1ccc2ncc(N3CCNCC3)cc2c1. Yields the product CC(C)Oc1ccc(S(C)(=O)=O)cc1C(=O)N1CCN(c2cnc3ccccc3c2)CC1. Reaction SMILES: [CH3:35][CH2:36][O:37][C:38](=[O:39])[CH3:40].[CH3:41][C:42]#[N:43].[CH:18]([CH3:19])([CH3:20])[O:21][c:22]1[c:23]([C:24](=[O:25])[OH:26])[cH:27][c:28]([S:31](=[O:32])(=[O:33])[CH3:34])[cH:29][cH:30]1.[ClH:1].[N:2]1([c:8]2[cH:9][n:10][c:11]3[cH:12][cH:13][cH:14][cH:15][c:16]3[cH:17]2)[CH2:3][CH2:4][NH:5][CH2:6][CH2:7]1>>[N:2]1([c:8]2[cH:9][n:10][c:11]3[cH:12][cH:13][cH:14][cH:15][c:16]3[cH:17]2)[CH2:3][CH2:4][N:5]([C:24]([c:23]2[c:22]([O:21][CH:18]([CH3:19])[CH3:20])[cH:30][cH:29][c:28]([S:31](=[O:32])(=[O:33])[CH3:34])[cH:27]2)=[O:25])[CH2:6][CH2:7]1. Reactants: ClC1OC2=C(C1(C)C)C=C(C=C2)C#N (2-Chloro-5-cyano-2,3-dihydro-3,3-dimethylbenzofuran), ice water, C(C)(=O)O (acetic acid). The product is C(#N)C=1C=CC2=C(C(C(O2)OC(C)=O)(C)C)C1 (5-Cyano-2-acetoxy-2,3-dihydro-3,3-dimethylbenzofuran). As a reaction SMILES: Cl[CH:2]1[C:6]([CH3:8])([CH3:7])[C:5]2[CH:9]=[C:10]([C:13]#[N:14])[CH:11]=[CH:12][C:4]=2[O:3]1.[C:15]([OH:18])(=[O:17])[CH3:16]>>[C:13]([C:10]1[CH:11]=[CH:12][C:4]2[O:3][CH:2]([O:18][C:15](=[O:17])[CH3:16])[C:6]([CH3:8])([CH3:7])[C:5]=2[CH:9]=1)#[N:14]. Reported procedure: 2-Chloro-5-cyano-2,3-dihydro-3,3-dimethylbenzofuran (2 g), prepared as in Example 45, was heated under reflux in glacial acetic acid (20 ml) for 31/4 hours. The solution was then added to ice/water and the product was separated by filtration and dried. The crude yield was 1.8 g. Recrystallisation from ethanol gave 1.6 g of title product, mp 138°-140° C. Reactants: C1(CCC1)C1=NC(=C2C(=NC=NN21)N)I (7-cyclobutyl-5-iodo-imidazo[5,1-f][1,2,4]triazin-4-ylamine), C1(=CC=CC=C1)C1=NC2=CC(=CC=C2C=C1)B1CC(C(O1)(C)C)(C)C (2-phenyl-7-(4,4,5,5-tetramethyl-[2,3,2]dioxaborolan-2-yl)-quinoline), C([O-])([O-])=O.[Na+].[Na+] (sodium carbonate). Reaction conditions: temperature 75 celsius. Product: C1(CCC1)C1=NC(=C2C(=NC=NN21)N)C2=CC=C1C=CC(=NC1=C2)C2=CC=CC=C2 (7-Cyclobutyl-5-(2-phenyl-quinolin-7-yl)-imidazo[5,1-f][1,2,4]triazin-4-ylamine). As a reaction SMILES: [CH:1]1([C:5]2[N:13]3[C:8]([C:9]([NH2:14])=[N:10][CH:11]=[N:12]3)=[C:7](I)[N:6]=2)[CH2:4][CH2:3][CH2:2]1.[C:16]1([C:22]2[CH:31]=[CH:30][C:29]3[C:24](=[CH:25][C:26](B4OC(C)(C)C(C)(C)C4)=[CH:27][CH:28]=3)[N:23]=2)[CH:21]=[CH:20][CH:19]=[CH:18][CH:17]=1.C(=O)([O-])[O-].[Na+].[Na+]>>[CH:1]1([C:5]2[N:13]3[C:8]([C:9]([NH2:14])=[N:10][CH:11]=[N:12]3)=[C:7]([C:26]3[CH:25]=[C:24]4[C:29]([CH:30]=[CH:31][C:22]([C:16]5[CH:21]=[CH:20][CH:19]=[CH:18][CH:17]=5)=[N:23]4)=[CH:28][CH:27]=3)[N:6]=2)[CH2:4][CH2:3][CH2:2]1 |f:2.3.4|. Procedure: A flask was charged with 7-cyclobutyl-5-iodo-imidazo[5,1-f][1,2,4]triazin-4-ylamine (30 mg, 0.095 mmol), 2-phenyl-7-(4,4,5,5-tetramethyl-[2,3,2]dioxaborolan-2-yl)-quinoline (38 mg, 0.110 mmol), and sodium carbonate (Na2CO3) (30 mg, 0.286 mmol) was evacuated and charged with nitrogen (N2) (3×). To this mixture was quickly added tetrakis(triphenylphosphine)palladium(0) and evacuated and charged with N2 (2×). This mixture was charged with a previously degassed solvent DME/H2O (5:1) (2 mL) and heate... The reactants are solid, BrC=1C=CC2=C(N(C=N2)C2=CC=NC=C2)C1 (6-bromo-1-pyridin-4-yl-1H-benzoimidazole), BrC=1C=CC2=C(N(C=N2)C2=CC=NC=C2)C1 (6-bromo-1-pyridin-4-yl-1H-benzoimidazole), FC1=CC=C(C=C1)N1N=CC=C1B(O)O (1-(4-fluoro-phenyl)-1H-pyrazol-5-ylboronic acid), FC1=CC=C(C=C1)N1N=CC=C1B(O)O (1-(4-fluoro-phenyl)-1H-pyrazol-5-ylboronic acid). Yields the product FC1=CC=C(C=C1)N1N=CC=C1C=1C=CC2=C(N(C=N2)C2=CC=NC=C2)C1 (6-[2-(4-Fluoro-phenyl)-2H-pyrazol-3-yl]-1-pyridin-4-yl-1H-benzoimidazole). RXN SMILES: Br[C:2]1[CH:3]=[CH:4][C:5]2[N:9]=[CH:8][N:7]([C:10]3[CH:15]=[CH:14][N:13]=[CH:12][CH:11]=3)[C:6]=2[CH:16]=1.[F:17][C:18]1[CH:23]=[CH:22][C:21]([N:24]2[C:28](B(O)O)=[CH:27][CH:26]=[N:25]2)=[CH:20][CH:19]=1>>[F:17][C:18]1[CH:19]=[CH:20][C:21]([N:24]2[C:28]([C:2]3[CH:3]=[CH:4][C:5]4[N:9]=[CH:8][N:7]([C:10]5[CH:15]=[CH:14][N:13]=[CH:12][CH:11]=5)[C:6]=4[CH:16]=3)=[CH:27][CH:26]=[N:25]2)=[CH:22][CH:23]=1. Procedure: The title compound, off-white solid (62 mg, 48%), MS (ISP) m/z=356.4 [(M+H)+], mp 199° C., was prepared in accordance with the general method of example 1 from 6-bromo-1-pyridin-4-yl-1H-benzoimidazole (intermediate L) (100 mg, 365 μmol) and 1-(4-fluoro-phenyl)-1H-pyrazol-5-ylboronic acid (intermediate A) (90.2 mg, 438 μmol). Starting materials: 3-nitrophenyloxycarbonyl, [N+](=O)([O-])C=1C=C(C=CC1)O (3-nitrophenol), C(=O)(Cl)Cl (phosgene). Yields the product [N+](=O)([O-])C=1C=C(C=CC1)OC(=O)Cl (3-nitrophenyloxycarbonyl chloride). Reaction SMILES: [N+:1]([C:4]1[CH:5]=[C:6]([OH:10])[CH:7]=[CH:8][CH:9]=1)([O-:3])=[O:2].[C:11](Cl)([Cl:13])=[O:12]>>[N+:1]([C:4]1[CH:5]=[C:6]([O:10][C:11]([Cl:13])=[O:12])[CH:7]=[CH:8][CH:9]=1)([O-:3])=[O:2]. Procedure: The 3-nitrophenyloxycarbonyl compound can be prepared by reaction of 3-nitrophenol with phosgene to yield 3-nitrophenyloxycarbonyl chloride. The latter can then be reacted with a thiol: The reactants are Cl.C(C#C)C=1N=C(NC1)N (4-Prop-2-ynyl-1H-imidazol-2-ylamine hydrochloride), N(=[N+]=[N-])CC1=COC=C1 (3-azidomethyl-furan). The product is Cl.O1C=C(C=C1)CN1N=NC(=C1)CC=1N=C(NC1)N (4-(1-Furan-3-ylmethyl-1H-[1,2,3]triazol-4-ylmethyl)-1H-imidazol-2-ylamine hydrochloride). Isolated yield 42.9%. As a reaction SMILES: [ClH:1].[CH2:2]([C:5]1[N:6]=[C:7]([NH2:10])[NH:8][CH:9]=1)[C:3]#[CH:4].[N:11]([CH2:14][C:15]1[CH:19]=[CH:18][O:17][CH:16]=1)=[N+:12]=[N-:13]>>[ClH:1].[O:17]1[CH:18]=[CH:19][C:15]([CH2:14][N:11]2[CH:4]=[C:3]([CH2:2][C:5]3[N:6]=[C:7]([NH2:10])[NH:8][CH:9]=3)[N:13]=[N:12]2)=[CH:16]1 |f:0.1,3.4|. Procedure: 4-Prop-2-ynyl-1H-imidazol-2-ylamine hydrochloride (0.101 g, 0.639 mmol) was reacted with 3-azidomethyl-furan (0.094 g, 0.767 mmol) following the general procedure for click reactions outlined above to produce 4-(1-Furan-3-ylmethyl-1H-[1,2,3]triazol-4-ylmethyl)-1H-imidazol-2-ylamine hydrochloride (0.077 g, 43%) of a pale yellow solid. 1H NMR (300 MHz, CD3OD) δ 8.12 (s, 1H), δ 7.60 (s, 1H), δ 7.38 (s, 1H), δ 6.53 (s, 1H), δ 6.37 (s, 1H), δ 5.46 (s, 2H), δ 3.95 (s, 2H) ppm; 13C NMR (75 MHz, CD3OD) ... Isolated yield 92.3%. Reaction conditions: temperature 60 celsius, time 10 hour. Solvent: C1(=CC=CC=C1)C (toluene), C1(=CC=CC=C1)C (toluene). Procedure details: A mixture of 7 g of methyl 3-(8-trifluoromethyl-4-quinolylamino)-2-thiophene-carboxylate, 6.17 g of 4-(3-trifluoromethylphenyl)-1-piperazine-ethanol and 50 ml of anhydrous toluene was refluxed for an hour while passing condensed toluene through a column filled with siliporite and the mixture was cooled to 60° C. 150 mg of sodium hydride were added and the mixture was refluxed with stirring for 10 hours. The toluene was distilled and the residue was extracted with ether, washed with water and dri... The reactants are FC(C=1C=CC=C2C(=CC=NC12)NC1=C(SC=C1)C(=O)OC)(F)F (methyl 3-(8-trifluoromethyl-4-quinolylamino)-2-thiophene-carboxylate), FC(C=1C=C(C=CC1)N1CCN(CC1)CCO)(F)F (4-(3-trifluoromethylphenyl)-1-piperazine-ethanol), [H-].[Na+] (sodium hydride). RXN SMILES: [F:1][C:2]([F:24])([F:23])[C:3]1[CH:4]=[CH:5][CH:6]=[C:7]2[C:12]=1[N:11]=[CH:10][CH:9]=[C:8]2[NH:13][C:14]1[CH:18]=[CH:17][S:16][C:15]=1[C:19]([O:21][CH3:22])=[O:20].[F:25][C:26]([F:43])([F:42])[C:27]1[CH:28]=[C:29]([N:33]2[CH2:38][CH2:37][N:36]([CH2:39]CO)[CH2:35][CH2:34]2)[CH:30]=[CH:31][CH:32]=1.[H-].[Na+]>C1(C)C=CC=CC=1>[F:24][C:2]([F:1])([F:23])[C:3]1[CH:4]=[CH:5][CH:6]=[C:7]2[C:12]=1[N:11]=[CH:10][CH:9]=[C:8]2[NH:13][C:14]1[CH:18]=[CH:17][S:16][C:15]=1[C:19]([O:21][CH2:22][CH2:39][N:36]1[CH2:35][CH2:34][N:33]([C:29]2[CH:30]=[CH:31][CH:32]=[C:27]([C:26]([F:43])([F:25])[F:42])[CH:28]=2)[CH2:38][CH2:37]1)=[O:20] |f:2.3|. Yields the product FC(C=1C=CC=C2C(=CC=NC12)NC1=C(SC=C1)C(=O)OCCN1CCN(CC1)C1=CC(=CC=C1)C(F)(F)F)(F)F (2-[4-(3-trifluoromethylphenyl)-1-piperazinyl]-ethyl 3-(8-trifluoromethyl-4-quinolylamino)-2-thiophene-carboxylate). Reactants: CCS(=O)(=O)N(Cc1cccnc1)c1cccc(Oc2ccc(CC(=O)OC)cc2)c1, C1CCOC1, [Na+], [OH-]. Product: CCS(=O)(=O)N(Cc1cccnc1)c1cccc(Oc2ccc(CC(=O)O)cc2)c1. RXN SMILES: [C:1](=[O:2])([O:3][CH3:4])[CH2:5][c:6]1[cH:7][cH:8][c:9]([O:10][c:11]2[cH:12][c:13]([N:17]([S:18](=[O:19])(=[O:20])[CH2:21][CH3:22])[CH2:23][c:24]3[cH:25][n:26][cH:27][cH:28][cH:29]3)[cH:14][cH:15][cH:16]2)[cH:30][cH:31]1.[CH2:34]1[O:35][CH2:36][CH2:37][CH2:38]1.[Na+:33].[OH-:32]>>[C:1](=[O:2])([OH:3])[CH2:5][c:6]1[cH:7][cH:8][c:9]([O:10][c:11]2[cH:12][c:13]([N:17]([S:18](=[O:19])(=[O:20])[CH2:21][CH3:22])[CH2:23][c:24]3[cH:25][n:26][cH:27][cH:28][cH:29]3)[cH:14][cH:15][cH:16]2)[cH:30][cH:31]1.